Dataset: the Open Reaction Database (ORD), a public repository of structured organic reaction records. Task: describe an organic reaction: reactants, conditions, products, and yield The reactants are CCc1nc2c(cnn2CC)c(NC2CCOCC2)c1CNC(=O)c1cccc(CC(C)(C)NCC(O)c2ccc(OCc3ccccc3)c(CO)c2)c1, CC(C)(C)[Si](C)(C)OC(CN)c1ccc(O)c2[nH]c(=O)ccc12. The product is CCc1nc2c(cnn2CC)c(NC2CCOCC2)c1CNC(=O)c1cccc(CC(C)(C)NCC(O)c2ccc(O)c(CO)c2)c1. As a reaction SMILES: [CH2:24]([c:25]1[cH:26][cH:27][cH:28][cH:29][cH:30]1)[O:31][c:32]1[c:33]([CH2:76][OH:77])[cH:34][c:35]([CH:38]([CH2:39][NH:40][C:41]([CH2:42][c:43]2[cH:44][c:45]([C:46](=[O:47])[NH:48][CH2:49][c:50]3[c:51]([NH:63][CH:64]4[CH2:65][CH2:66][O:67][CH2:68][CH2:69]4)[c:52]4[c:53]([n:54][c:55]3[CH2:56][CH3:57])[n:58]([CH2:61][CH3:62])[n:59][cH:60]4)[cH:70][cH:71][cH:72]2)([CH3:73])[CH3:74])[OH:75])[cH:36][cH:37]1.[NH2:1][CH2:2][CH:3]([c:4]1[cH:5][cH:6][c:7]([OH:8])[c:9]2[c:10]1[cH:11][cH:12][c:13](=[O:14])[nH:15]2)[O:16][Si:17]([C:18]([CH3:19])([CH3:20])[CH3:21])([CH3:22])[CH3:23]>>[OH:31][c:32]1[c:33]([CH2:76][OH:77])[cH:34][c:35]([CH:38]([CH2:39][NH:40][C:41]([CH2:42][c:43]2[cH:44][c:45]([C:46](=[O:47])[NH:48][CH2:49][c:50]3[c:51]([NH:63][CH:64]4[CH2:65][CH2:66][O:67][CH2:68][CH2:69]4)[c:52]4[c:53]([n:54][c:55]3[CH2:56][CH3:57])[n:58]([CH2:61][CH3:62])[n:59][cH:60]4)[cH:70][cH:71][cH:72]2)([CH3:73])[CH3:74])[OH:75])[cH:36][cH:37]1. As a reaction SMILES: [C:8]([O:9][C:10](=[O:11])[N:15]1[CH2:16][CH2:17][CH:18]([CH:21]2[CH2:22][O:23][CH2:24]2)[CH2:19][CH2:20]1)([CH3:12])([CH3:13])[CH3:14].[Cl:25][CH2:26][Cl:27].[F:1][C:2]([F:3])([F:4])[C:5]([OH:6])=[O:7]>>[NH:15]1[CH2:16][CH2:17][CH:18]([CH:21]2[CH2:22][O:23][CH2:24]2)[CH2:19][CH2:20]1. Yields the product C1CC(C2COC2)CCN1. The reactants are CC(C)(C)OC(=O)N1CCC(C2COC2)CC1, ClCCl, O=C(O)C(F)(F)F. The reactants are C=CCC1(C)CC(c2cccc(Cl)c2)C(c2ccc(Cl)cc2)N(C(CC)C(C)=O)C1=O, C1CCOC1, C[Si](C)(C)C(F)(F)F, CCCC[N+](CCCC)(CCCC)CCCC, [F-]. Product: C=CCC1(C)CC(c2cccc(Cl)c2)C(c2ccc(Cl)cc2)N(C(CC)C(C)(O)C(F)(F)F)C1=O. Reaction SMILES: [CH2:1]([CH:2]=[CH2:3])[C:4]1([CH3:31])[C:5](=[O:30])[N:6]([CH:24]([C:25]([CH3:26])=[O:27])[CH2:28][CH3:29])[CH:7]([c:17]2[cH:18][cH:19][c:20]([Cl:23])[cH:21][cH:22]2)[CH:8]([c:10]2[cH:11][c:12]([Cl:16])[cH:13][cH:14][cH:15]2)[CH2:9]1.[CH2:58]1[O:59][CH2:60][CH2:61][CH2:62]1.[CH3:32][Si:33]([C:34]([F:35])([F:36])[F:37])([CH3:38])[CH3:39].[CH3:41][CH2:42][CH2:43][CH2:44][N+:45]([CH2:46][CH2:47][CH2:48][CH3:49])([CH2:50][CH2:51][CH2:52][CH3:53])[CH2:54][CH2:55][CH2:56][CH3:57].[F-:40]>>[CH2:1]([CH:2]=[CH2:3])[C:4]1([CH3:31])[C:5](=[O:30])[N:6]([CH:24]([C:25]([CH3:26])([OH:27])[C:34]([F:35])([F:36])[F:37])[CH2:28][CH3:29])[CH:7]([c:17]2[cH:18][cH:19][c:20]([Cl:23])[cH:21][cH:22]2)[CH:8]([c:10]2[cH:11][c:12]([Cl:16])[cH:13][cH:14][cH:15]2)[CH2:9]1. Yields the product [N-]=[N+]=NCC1=CC=C(CCl)SS1. As a reaction SMILES: [CH2:52]1[O:53][CH2:54][CH2:55][CH2:56]1.[Cl:40][C:41]([Cl:42])([O:43][C:44](=[O:45])[O:46][C:47]([Cl:48])([Cl:49])[Cl:50])[Cl:51].[N:1](=[N+:2]=[N-:3])[CH2:4][C:5]1=[CH:10][CH:9]=[C:8]([CH2:11][O:12][Si:13]([C:14]([CH3:15])([CH3:16])[CH3:17])([CH3:18])[CH3:19])[S:7][S:6]1.[OH2:20].[c:21]1([P:22]([c:23]2[cH:24][cH:25][cH:26][cH:27][cH:28]2)[c:29]2[cH:30][cH:31][cH:32][cH:33][cH:34]2)[cH:35][cH:36][cH:37][cH:38][cH:39]1>>[N:1](=[N+:2]=[N-:3])[CH2:4][C:5]1=[CH:10][CH:9]=[C:8]([CH2:11][Cl:40])[S:7][S:6]1. Starting materials: C1CCOC1, O=C(OC(Cl)(Cl)Cl)OC(Cl)(Cl)Cl, CC(C)(C)[Si](C)(C)OCC1=CC=C(CN=[N+]=[N-])SS1, O, c1ccc(P(c2ccccc2)c2ccccc2)cc1. Reactants: [BH3-]C#N, CN1C(=O)N(C2CCNCC2)C2CCCCC21, CO, [Na+], CC(C)(C)OC(=O)N1CCC(=O)CC1. The product is CN1C(=O)N(C2CCN(C3CCN(C(=O)OC(C)(C)C)CC3)CC2)C2CCCCC21. RXN SMILES: [C:32]([BH3-:33])#[N:34].[CH3:1][N:2]1[C:3](=[O:17])[N:4]([CH:11]2[CH2:12][CH2:13][NH:14][CH2:15][CH2:16]2)[CH:5]2[CH:6]1[CH2:7][CH2:8][CH2:9][CH2:10]2.[CH3:36][OH:37].[Na+:35].[O:18]=[C:19]1[CH2:20][CH2:21][N:22]([C:25](=[O:26])[O:27][C:28]([CH3:29])([CH3:30])[CH3:31])[CH2:23][CH2:24]1>>[CH3:1][N:2]1[C:3](=[O:17])[N:4]([CH:11]2[CH2:12][CH2:13][N:14]([CH:19]3[CH2:20][CH2:21][N:22]([C:25](=[O:26])[O:27][C:28]([CH3:29])([CH3:30])[CH3:31])[CH2:23][CH2:24]3)[CH2:15][CH2:16]2)[CH:5]2[CH:6]1[CH2:7][CH2:8][CH2:9][CH2:10]2. Starting materials: Cc1cccc(C)c1C(=O)O, O=S(=O)(O)Cl, O. Product: Cc1ccc(S(=O)(=O)Cl)c(C)c1C(=O)O. As a reaction SMILES: [CH3:6][c:7]1[c:8]([C:9](=[O:10])[OH:11])[c:12]([CH3:16])[cH:13][cH:14][cH:15]1.[Cl:1][S:2](=[O:3])(=[O:4])[OH:5].[OH2:17]>>[Cl:1][S:2](=[O:3])(=[O:5])[c:15]1[c:7]([CH3:6])[c:8]([C:9](=[O:10])[OH:11])[c:12]([CH3:16])[cH:13][cH:14]1. The reactants are O[C@H]1C[C@H]2[C@H](C([C@H]3[C@@H]4CC[C@H]([C@@H](CCC(=O)OC)C)[C@]4(CC[C@@H]3[C@]2(CC1)C)C)=O)F (methyl 3α-hydroxy-6α-fluoro-7-keto-5β-cholanoate), [OH-].[K+] (potassium hydroxide). Solvent: CO (methanol), CO (methanol). Conditions: time 8 hour. The product is O[C@H]1C[C@H]2[C@H](C([C@H]3[C@@H]4CC[C@H]([C@@H](CCC(=O)O)C)[C@]4(CC[C@@H]3[C@]2(CC1)C)C)=O)F (3α-hydroxy-6α-fluoro-7-keto-5β-cholanoic acid). Isolated yield 94.8%. Reaction SMILES: [OH:1][C@@H:2]1[CH2:26][CH2:25][C@@:24]2([CH3:27])[C@H:4]([C@@H:5]([F:30])[C:6](=[O:29])[C@@H:7]3[C@@H:23]2[CH2:22][CH2:21][C@@:20]2([CH3:28])[C@H:8]3[CH2:9][CH2:10][C@@H:11]2[C@H:12]([CH3:19])[CH2:13][CH2:14][C:15]([O:17]C)=[O:16])[CH2:3]1.[OH-].[K+]>CO>[OH:1][C@@H:2]1[CH2:26][CH2:25][C@@:24]2([CH3:27])[C@H:4]([C@@H:5]([F:30])[C:6](=[O:29])[C@@H:7]3[C@@H:23]2[CH2:22][CH2:21][C@@:20]2([CH3:28])[C@H:8]3[CH2:9][CH2:10][C@@H:11]2[C@H:12]([CH3:19])[CH2:13][CH2:14][C:15]([OH:17])=[O:16])[CH2:3]1 |f:1.2|. Procedure: A solution of methyl 3α-hydroxy-6α-fluoro-7-keto-5β-cholanoate (0.6 g, 1.42 mmoles) in methanol (46 ml) was added to a methanol solution of 10% potassium hydroxide (82 ml) and the resulting solution was kept under magnetic stirring overnight. Then methanol was removed under vacuum, the residue was taken up into water (50 ml), acidified with 10% hydrochloric acid and extracted with methylene chloride (3×30 ml). The combined organic phases were washed with brine (1×20 ml) and dried over sodium sul...